This data is from the Open Reaction Database (ORD), a public repository of structured organic reaction records. The task is: describe an organic reaction: reactants, conditions, products, and yield Reactants: CCOC(=O)C (EtOAc), COC=1C(=CC(=NC1)C=O)[N+](=O)[O-] (5-methoxy-4-nitropicolinaldehyde), Cl(=O)[O-].[Na+] (sodium chlorite), S(N)(O)(=O)=O (sulfamic acid). Run in petroleum ether, CC(=O)C (acetone), Cl.FC(C1=CC=C(C=C1)[C@H](N)C1=NC=CC=C1C(F)(F)F)(F)F ((S)-(4-(trifluoromethyl)-phenyl)(3-(trifluoromethyl)pyridin-2-yl)methanamine hydrochloride). Reaction conditions: time 1 hour. Yields the product COC=1C(=CC(=NC1)C(=O)O)[N+](=O)[O-] (5-Methoxy-4-nitropicolinic acid). Reaction SMILES: [CH3:1][O:2][C:3]1[C:4]([N+:11]([O-:13])=[O:12])=[CH:5][C:6]([CH:9]=[O:10])=[N:7][CH:8]=1.Cl([O-])=[O:15].[Na+].S(=O)(=O)(O)N.CCOC(C)=O>CC(C)=O.Cl.FC(F)(F)C1C=CC([C@@H](C2C(C(F)(F)F)=CC=CN=2)N)=CC=1>[CH3:1][O:2][C:3]1[C:4]([N+:11]([O-:13])=[O:12])=[CH:5][C:6]([C:9]([OH:15])=[O:10])=[N:7][CH:8]=1 |f:1.2,6.7|. Procedure: To a stirred solution of 5-methoxy-4-nitropicolinaldehyde (4 g, 0.02 mol) in acetone and water (1:1,100 mL) was added sodium chlorite (5.9 g, 0.065 mol, spectrochem, india) and sulfamic acid (6.3 g, 0.065 mol, Rankem, India) and the reaction mixture was stirred for 1 h at rt. Reaction progress was monitored by TLC (50% EtOAc in petroleum ether). After completion, the reaction mixture was concentrated to get a white precipitate which was filtered and dried to afford the title compound as a white ... Reactants: O[C@H](C)[C@@H]1[C@@H]2N(C(C([C@@H]2C)=O)C(=O)OCC2=CC=C(C=C2)[N+](=O)[O-])C1=O (4-nitrobenzyl (1R,5R,6S)-6-[(1R)-1-hydroxyethyl]-1-methyl-2-oxo-1-carbapenam-3-carboxylate), C1(=CC=CC=C1)P(=O)(C1=CC=CC=C1)Cl (diphenylphosphoryl chloride), C(C)(C)N(CC)C(C)C (diisopropylethylamine), C(C)(C)N(CC)C(C)C (diisopropylethyl-amine), FC(S(=O)(=O)O)(F)F.FC(S(=O)(=O)O)(F)F.S[C@H]1C[C@H](N(C1)C(=O)OCC1=CC=C(C=C1)[N+](=O)[O-])C(=O)N1CCN(CC1)CC(=O)OCC1=CC=C(C=C1)[N+](=O)[O-] ((2S,4S)-4-mercapto-2-[4-(4-nitrobenzyloxycarbonylmethyl)-1-piperazinyl-carbonyl]-1-(4-nitrobenzyloxycarbonyl)pyrrolidine bis(trifluoromethanesulfonate)). Solvent: C(C)#N (acetonitrile), C(C)#N (acetonitrile). Run at time 1 hour. Yields the product [N+](=O)([O-])C1=CC=C(COC(=O)CN2CCN(CC2)C(=O)[C@H]2NC[C@H](C2)SC=2[C@@H]([C@H]3N(C2C(=O)OCC2=CC=C(C=C2)[N+](=O)[O-])C([C@@H]3[C@@H](C)O)=O)C)C=C1 (4-Nitrobenzyl (1R,5S,6S)-2-{(2S,4S)-2-[4-(4-nitrobenzyloxycarbonylmethyl)-1-piperazinylcarbonyl]-pyrrolidin-4-ylthio}-6-[(1R)-1-hydroxyethyl]-1-methyl-1-carbapen-2-em-3-carboxylate). Yield: 68.0%. As a reaction SMILES: C1(P(Cl)(C2C=CC=CC=2)=O)C=CC=CC=1.C(N(C(C)C)CC)(C)C.[OH:25][C@@H:26]([C@H:28]1[C:49](=[O:50])[N:30]2[CH:31]([C:36]([O:38][CH2:39][C:40]3[CH:45]=[CH:44][C:43]([N+:46]([O-:48])=[O:47])=[CH:42][CH:41]=3)=[O:37])[C:32](=O)[C@H:33]([CH3:34])[C@H:29]12)[CH3:27].F[C:52](F)(F)[S:53](O)(=O)=O.FC(F)(F)S(O)(=O)=O.S[C@@H]1[CH2:72][N:71](C(OCC2C=CC([N+]([O-])=O)=CC=2)=O)[C@H:70]([C:86]([N:88]2[CH2:93][CH2:92][N:91]([CH2:94][C:95]([O:97][CH2:98][C:99]3[CH:104]=[CH:103][C:102]([N+:105]([O-:107])=[O:106])=[CH:101][CH:100]=3)=[O:96])[CH2:90][CH2:89]2)=[O:87])[CH2:69]1>C(#N)C>[N+:105]([C:102]1[CH:101]=[CH:100][C:99]([CH2:98][O:97][C:95]([CH2:94][N:91]2[CH2:90][CH2:89][N:88]([C:86]([C@@H:70]3[CH2:69][C@H:52]([S:53][C:32]4[C@H:33]([CH3:34])[C@@H:29]5[C@@H:28]([C@H:26]([OH:25])[CH3:27])[C:49](=[O:50])[N:30]5[C:31]=4[C:36]([O:38][CH2:39][C:40]4[CH:41]=[CH:42][C:43]([N+:46]([O-:48])=[O:47])=[CH:44][CH:45]=4)=[O:37])[CH2:72][NH:71]3)=[O:87])[CH2:93][CH2:92]2)=[O:96])=[CH:104][CH:103]=1)([O-:107])=[O:106] |f:3.4.5|. Procedure details: 290 μl of diphenylphosphoryl chloride and 245 μl of diisopropylethylamine were added dropwise, whilst ice-cooling, to a solution of 500 mg of 4-nitrobenzyl (1R,5R,6S)-6-[(1R)-1-hydroxyethyl]-1-methyl-2-oxo-1-carbapenam-3-carboxylate in 5 ml of dry acetonitrile, and the resulting mixture was stirred at the same temperature for 1 hour. 520 μl of diisopropylethyl-amine and a solution of 1.57 g of (2S,4S)-4-mercapto-2-[4-(4-nitrobenzyloxycarbonylmethyl)-1-piperazinyl-carbonyl]-1-(4-nitrobenzyloxycar... RXN SMILES: [C:1](#[N:2])[c:3]1[cH:4][cH:5][c:6]([C:9]#[C:10][CH2:11][OH:12])[cH:7][cH:8]1.[CH3:13][c:14]1[cH:15][cH:16][cH:17][cH:18][cH:19]1>>[C:1](#[N:2])[c:3]1[cH:4][cH:5][c:6]([CH2:9][CH2:10][CH2:11][OH:12])[cH:7][cH:8]1. The product is N#Cc1ccc(CCCO)cc1. The reactants are N#Cc1ccc(C#CCO)cc1, Cc1ccccc1.